Dataset: the Open Reaction Database (ORD), a public repository of structured organic reaction records. Task: describe an organic reaction: reactants, conditions, products, and yield Reactants: CC1=C(C=CC=2C3=CC=C(C=C3CC12)O)CC(=O)O (methyl 7-hydroxyfluorene-2-acetic acid), C([O-])([O-])=O.[K+].[K+] (potassium carbonate), CI (methyl iodide). Solvent: CC(=O)C (acetone). Product: CC1=C(C=CC=2C3=CC=C(C=C3CC12)OC)CC(=O)O (Methyl 7-Methoxyfluorene-2-acetic acid). RXN SMILES: [CH3:1][C:2]1[C:14]2[CH2:13][C:12]3[C:7](=[CH:8][CH:9]=[C:10]([OH:15])[CH:11]=3)[C:6]=2[CH:5]=[CH:4][C:3]=1[CH2:16][C:17]([OH:19])=[O:18].[C:20](=O)([O-])[O-].[K+].[K+].CI>CC(C)=O>[CH3:1][C:2]1[C:14]2[CH2:13][C:12]3[C:7](=[CH:8][CH:9]=[C:10]([O:15][CH3:20])[CH:11]=3)[C:6]=2[CH:5]=[CH:4][C:3]=1[CH2:16][C:17]([OH:19])=[O:18] |f:1.2.3|. Procedure details: A mixture of 59mg. of methyl 7-hydroxyfluorene-2-acetic acid, 1.3g. of potassium carbonate, and 0.5ml. methyl iodide in 11ml. of acetone is refluxed for 22 hr., filtered and the solid washed with additional acetone. The filtrate is evaporated and the residue plate chromatographed on silica gel employing chloroform-hexane (2:1) as the developing solvent. Elution of the least polar band with ethyl acetate, evaporation and crystallization of the residue from ethyl acetate-isopropyl ether gives 17mg... RXN SMILES: [CH3:38][CH2:39][OH:40].[Cl:1][c:2]1[cH:3][c:4]([NH:15][c:16]2[c:17]([C:29]#[N:30])[cH:18][n:19][c:20]3[cH:21][cH:22][c:23]([N+:26]([O-:27])=[O:28])[cH:24][c:25]23)[cH:5][cH:6][c:7]1[S:8][c:9]1[n:10]([CH3:14])[cH:11][cH:12][n:13]1.[OH2:31].[OH2:32].[Sn:33]([Cl:34])([Cl:35])([Cl:36])[Cl:37]>>[Cl:1][c:2]1[cH:3][c:4]([NH:15][c:16]2[c:17]([C:29]#[N:30])[cH:18][n:19][c:20]3[cH:21][cH:22][c:23]([NH2:26])[cH:24][c:25]23)[cH:5][cH:6][c:7]1[S:8][c:9]1[n:10]([CH3:14])[cH:11][cH:12][n:13]1. The reactants are CCO, Cn1ccnc1Sc1ccc(Nc2c(C#N)cnc3ccc([N+](=O)[O-])cc23)cc1Cl, O, O, Cl[Sn](Cl)(Cl)Cl. Yields the product Cn1ccnc1Sc1ccc(Nc2c(C#N)cnc3ccc(N)cc23)cc1Cl. The reactants are O=C1CCC(=O)N1Br, COCCOC(=O)NNC(=O)OCCOC, Cc1ccccc1, c1ccncc1. Product: COCCOC(=O)N=NC(=O)OCCOC. RXN SMILES: [Br:23][N:24]1[C:25](=[O:26])[CH2:27][CH2:28][C:29]1=[O:30].[CH3:1][O:2][CH2:3][CH2:4][O:5][C:6](=[O:7])[NH:8][NH:9][C:10](=[O:11])[O:12][CH2:13][CH2:14][O:15][CH3:16].[CH3:31][c:32]1[cH:33][cH:34][cH:35][cH:36][cH:37]1.[cH:17]1[cH:18][cH:19][n:20][cH:21][cH:22]1>>[CH3:1][O:2][CH2:3][CH2:4][O:5][C:6](=[O:7])[N:8]=[N:9][C:10](=[O:11])[O:12][CH2:13][CH2:14][O:15][CH3:16]. The reactants are C(C)(CC)C1=C(C(=CC=C1)C(C)CC)OC(N)=O (carbamic acid (−) 2,6-di-sec-butylphenyl ester), [OH-].[Na+] (NaOH). Solvent: O1CCOCC1 (dioxane). Yields the product C(C)(CC)C1=C(C(=CC=C1)C(C)CC)O ((−)-2,6-di-sec-butylphenol). Yield: 100.3%. RXN SMILES: [CH:1]([C:5]1[CH:10]=[CH:9][CH:8]=[C:7]([CH:11]([CH2:13][CH3:14])[CH3:12])[C:6]=1[O:15]C(=O)N)([CH2:3][CH3:4])[CH3:2].[OH-].[Na+]>O1CCOCC1>[CH:11]([C:7]1[CH:8]=[CH:9][CH:10]=[C:5]([CH:1]([CH2:3][CH3:4])[CH3:2])[C:6]=1[OH:15])([CH2:13][CH3:14])[CH3:12] |f:1.2|. Procedure details: R-(+)-1-Phenyl-ethyl)-carbamic acid (−) 2,6-di-sec-butylphenyl ester (1b) (4.1 g, 11.6 mmol) was dissolved in a 100 ml 1:1 mixture of dioxane: 1M NaOH aq. The reaction mixture was stirred at 70° C. for 15 min. Volatiles were removed at reduced pressure to a volume of ˜50-70 ml. The pH was adjusted to 3-4 with 1M HCl. The phenol was extracted with ether (3×50 ml), washed with 1 M HCl, brine and dried over anhydrous MgSO4. Evaporation yielded crude yellow oil (2.4 g, ˜100%). Vacuum distillation wa... Starting materials: 40, FC1=CC=C(C=C1)C(O)(C1CCN(CC1)CC1=CC=CC=C1)C1=CC=C(C=C1)F (α,α-bis(4-fluorophenyl)-1-(phenylmethyl)-4-piperidinemethanol), Cl (hydrochloric acid), C(C)(=O)O (acetic acid), O (water). The solvent is CC1=CC=CC=C1 (methylbenzene). The product is 26, FC1=CC=C(C=C1)C(=C1CCN(CC1)CC1=CC=CC=C1)C1=CC=C(C=C1)F (4-[bis(4-fluorophenyl)methylene]-1-(phenylmethyl)piperidine). RXN SMILES: [F:1][C:2]1[CH:7]=[CH:6][C:5]([C:8]([C:23]2[CH:28]=[CH:27][C:26]([F:29])=[CH:25][CH:24]=2)([CH:10]2[CH2:15][CH2:14][N:13]([CH2:16][C:17]3[CH:22]=[CH:21][CH:20]=[CH:19][CH:18]=3)[CH2:12][CH2:11]2)O)=[CH:4][CH:3]=1.Cl.C(O)(=O)C.O>CC1C=CC=CC=1>[F:1][C:2]1[CH:7]=[CH:6][C:5]([C:8]([C:23]2[CH:24]=[CH:25][C:26]([F:29])=[CH:27][CH:28]=2)=[C:10]2[CH2:15][CH2:14][N:13]([CH2:16][C:17]3[CH:22]=[CH:21][CH:20]=[CH:19][CH:18]=3)[CH2:12][CH2:11]2)=[CH:4][CH:3]=1. Procedure: A mixture of 40 parts of α,α-bis(4-fluorophenyl)-1-(phenylmethyl)-4-piperidinemethanol, 120 parts of a hydrochloric acid solution and 50 parts of acetic acid was stirred and refluxed for 2 hours. The reaction mixture was cooled and water and methylbenzene were added: three layers were obtained. The two supernatant phases were separated and treated with ammonium hydroxide. The organic phase was separated, dried, filtered and evaporated. The residue was crystallized from 2,2'-oxybispropane, yieldi... The reactants are C1CCOC1, CCC(C(N)=O)N1CCC(COS(C)(=O)=O)CC1=O, [I-], [Na+]. The product is CCC(C(N)=O)N1CCC(CI)CC1=O. As a reaction SMILES: [CH2:22]1[O:23][CH2:24][CH2:25][CH2:26]1.[CH3:1][S:2]([O:3][CH2:6][CH:7]1[CH2:8][C:9](=[O:19])[N:10]([CH:13]([CH2:14][CH3:15])[C:16](=[O:17])[NH2:18])[CH2:11][CH2:12]1)(=[O:4])=[O:5].[I-:21].[Na+:20]>>[CH2:6]([CH:7]1[CH2:8][C:9](=[O:19])[N:10]([CH:13]([CH2:14][CH3:15])[C:16](=[O:17])[NH2:18])[CH2:11][CH2:12]1)[I:21]. The reactants are C(=O)(O)C1=CC2=C(NC(N2)=C(C#N)C2=NC=CC(=N2)C(F)(F)F)C=C1 (2-[5-carboxy-1H-benzimidazol-2(3H)-ylidene]-2-(4-trifluoromethylpyrimidin-2-yl)-acetonitrile), O (water). Run in S(O)(O)(=O)=O (sulfuric acid). Conditions: temperature 50 celsius. Yields the product C(=O)(O)C1=CC2=C(NC(N2)=C(C(=O)N)C2=NC=CC(=N2)C(F)(F)F)C=C1 (2-[5-carboxy-1H-benzimidazol-2(3H)-ylidene]-2-(4-trifluoromethylpyrimidin-2-yl)acetamide). Isolated yield 68.0%. RXN SMILES: [C:1]([C:4]1[CH:25]=[CH:24][C:7]2[NH:8][C:9](=[C:11]([C:14]3[N:19]=[C:18]([C:20]([F:23])([F:22])[F:21])[CH:17]=[CH:16][N:15]=3)[C:12]#[N:13])[NH:10][C:6]=2[CH:5]=1)([OH:3])=[O:2].[OH2:26]>S(=O)(=O)(O)O>[C:1]([C:4]1[CH:25]=[CH:24][C:7]2[NH:8][C:9](=[C:11]([C:14]3[N:19]=[C:18]([C:20]([F:23])([F:21])[F:22])[CH:17]=[CH:16][N:15]=3)[C:12]([NH2:13])=[O:26])[NH:10][C:6]=2[CH:5]=1)([OH:3])=[O:2]. Procedure details: The 2-[5-carboxy-1H-benzimidazol-2(3H)-ylidene]-2-(4-trifluoromethylpyrimidin-2-yl)-acetonitrile (450 mg, 1.29 mmol) from the previous step, dissolved in concentrated sulfuric acid (2 mL), was heated to 50° C. for 6 hr. The mixture was cooled to room temperature and added dropwise to rapidly stirred room-temperature water (500 mL). The precipitate that formed was collected by filtration, washed with water, and dried under vacuum to give 2-[5-carboxy-1H-benzimidazol-2(3H)-ylidene]-2-(4-trifluorom... The reactants are CC(C)(C)N=C=O, ClCCl, COc1ccc(C(OC2CNC2)c2ccccc2C(F)(F)F)cc1. The product is COc1ccc(C(OC2CN(C(=O)NC(C)(C)C)C2)c2ccccc2C(F)(F)F)cc1. As a reaction SMILES: [C:25]([CH3:26])([CH3:27])([CH3:28])[N:29]=[C:30]=[O:31].[Cl:32][CH2:33][Cl:34].[F:1][C:2]([c:3]1[c:4]([CH:5]([c:6]2[cH:7][cH:8][c:9]([O:12][CH3:13])[cH:10][cH:11]2)[O:14][CH:15]2[CH2:16][NH:17][CH2:18]2)[cH:19][cH:20][cH:21][cH:22]1)([F:23])[F:24]>>[F:1][C:2]([c:3]1[c:4]([CH:5]([c:6]2[cH:7][cH:8][c:9]([O:12][CH3:13])[cH:10][cH:11]2)[O:14][CH:15]2[CH2:16][N:17]([C:30]([NH:29][C:25]([CH3:26])([CH3:27])[CH3:28])=[O:31])[CH2:18]2)[cH:19][cH:20][cH:21][cH:22]1)([F:23])[F:24]. Starting materials: [Br-], CC(=O)[O-], CC(=O)[O-], C=O, O=C(Oc1ccccc1)Oc1ccccc1, CC(=O)[O-], [Ce+3], [Cs+], O, Oc1ccccc1. The product is O=C(Oc1ccccc1)c1ccccc1O. As a reaction SMILES: [Br-:22].[C:14]([O-:15])(=[O:16])[CH3:17].[C:18]([O-:19])(=[O:20])[CH3:21].[C:24]=[O:25].[C:26]([O:27][c:28]1[cH:29][cH:30][cH:31][cH:32][cH:33]1)([O:34][c:36]1[cH:37][cH:38][cH:39][cH:40][cH:41]1)=[O:35].[C:9]([O-:10])(=[O:11])[CH3:12].[Ce+3:13].[Cs+:23].[OH2:8].[OH:1][c:2]1[cH:3][cH:4][cH:5][cH:6][cH:7]1>>[OH:1][c:2]1[cH:3][cH:4][cH:5][cH:6][c:7]1[C:26]([O:27][c:28]1[cH:29][cH:30][cH:31][cH:32][cH:33]1)=[O:34].